From a dataset of the Open Reaction Database (ORD), a public repository of structured organic reaction records. describe an organic reaction: reactants, conditions, products, and yield As a reaction SMILES: I[C:2]1[C:10]2[C:5](=[N:6][CH:7]=[C:8]([C:11]3[CH:12]=[C:13]([C:17]([N:19]4[CH2:24][CH2:23][O:22][CH2:21][CH2:20]4)=[O:18])[CH:14]=[CH:15][CH:16]=3)[CH:9]=2)[N:4]([S:25]([C:28]2[CH:34]=[CH:33][C:31]([CH3:32])=[CH:30][CH:29]=2)(=[O:27])=[O:26])[CH:3]=1.[CH3:35][O:36][C:37]1[CH:42]=[CH:41][CH:40]=[C:39]([O:43][CH3:44])[C:38]=1B(O)O.C(=O)([O-])[O-].[Na+].[Na+]>C(#N)C.O.C1C=CC([P]([Pd]([P](C2C=CC=CC=2)(C2C=CC=CC=2)C2C=CC=CC=2)([P](C2C=CC=CC=2)(C2C=CC=CC=2)C2C=CC=CC=2)[P](C2C=CC=CC=2)(C2C=CC=CC=2)C2C=CC=CC=2)(C2C=CC=CC=2)C2C=CC=CC=2)=CC=1>[CH3:35][O:36][C:37]1[CH:42]=[CH:41][CH:40]=[C:39]([O:43][CH3:44])[C:38]=1[C:2]1[C:10]2[C:5](=[N:6][CH:7]=[C:8]([C:11]3[CH:12]=[C:13]([C:17]([N:19]4[CH2:24][CH2:23][O:22][CH2:21][CH2:20]4)=[O:18])[CH:14]=[CH:15][CH:16]=3)[CH:9]=2)[N:4]([S:25]([C:28]2[CH:34]=[CH:33][C:31]([CH3:32])=[CH:30][CH:29]=2)(=[O:27])=[O:26])[CH:3]=1 |f:2.3.4,^1:61,63,82,101|. Solvent: C(C)#N (acetonitrile), O (water). Conditions: temperature 120 celsius. The reagents and catalysts are C=1C=CC(=CC1)[P](C=2C=CC=CC2)(C=3C=CC=CC3)[Pd]([P](C=4C=CC=CC4)(C=5C=CC=CC5)C=6C=CC=CC6)([P](C=7C=CC=CC7)(C=8C=CC=CC8)C=9C=CC=CC9)[P](C=1C=CC=CC1)(C=1C=CC=CC1)C=1C=CC=CC1 (tetrakis(triphenylphosphine)palladium(0)). Procedure: A mixture of (3-(3-iodo-1-tosyl-1H-pyrrolo[2,3-b]pyridin-5-yl)phenyl)(morpholino)methanone (40 mg, 0.068 mmol), 2,6-dimethoxyphenylboronic acid (18.6 mg, 0.102 mmol), tetrakis(triphenylphosphine)palladium(0) (3.9 mg, 0.0034 mmol) and sodium carbonate (2M aqueous solution, 0.102 mL, 0.204 mmol) in acetonitrile (1 mL) was heated in a Personal microwave at 120° C. for 30 minutes. The resulting mixture was diluted with water and extracted with ethyl acetate. The organic layers were combined, dried o... The reactants are IC1=CN(C2=NC=C(C=C21)C=2C=C(C=CC2)C(=O)N2CCOCC2)S(=O)(=O)C2=CC=C(C)C=C2 ((3-(3-iodo-1-tosyl-1H-pyrrolo[2,3-b]pyridin-5-yl)phenyl)(morpholino)methanone), COC1=C(C(=CC=C1)OC)B(O)O (2,6-dimethoxyphenylboronic acid), C([O-])([O-])=O.[Na+].[Na+] (sodium carbonate). The product is COC1=C(C(=CC=C1)OC)C1=CN(C2=NC=C(C=C21)C=2C=C(C=CC2)C(=O)N2CCOCC2)S(=O)(=O)C2=CC=C(C)C=C2 ((3-(3-(2,6-dimethoxyphenyl)-1-tosyl-1H-pyrrolo[2,3-b]pyridin-5-yl)phenyl)(morpholino)methanone). The reactants are Cl.C1(CCCCC1)NC1=NC(=NC(=C1C)C)NCC1=NC=CC=C1 (N4-cyclohexyl-5,6-dimethyl-N2-(pyridin-2-ylmethyl)pyrimidine-2,4-diamine hydrochloride), CC=1C(=NC=CC1)CN ([(3-methylpyridin-2-yl)methyl]amine). Product: C1(CCCCC1)NC1=NC(=NC(=C1C)C)NCC1=NC=CC=C1C (N4-cyclohexyl-5,6-dimethyl-N2-[(3-methylpyridin-2-yl)methyl]pyrimidine-2,4-diamine), hydrochloride salt. As a reaction SMILES: Cl.[CH:2]1([NH:8][C:9]2[C:14]([CH3:15])=[C:13]([CH3:16])[N:12]=[C:11]([NH:17][CH2:18][C:19]3[CH:24]=[CH:23][CH:22]=[CH:21][N:20]=3)[N:10]=2)[CH2:7][CH2:6][CH2:5][CH2:4][CH2:3]1.[CH3:25]C1C(CN)=NC=CC=1>>[CH:2]1([NH:8][C:9]2[C:14]([CH3:15])=[C:13]([CH3:16])[N:12]=[C:11]([NH:17][CH2:18][C:19]3[C:24]([CH3:25])=[CH:23][CH:22]=[CH:21][N:20]=3)[N:10]=2)[CH2:3][CH2:4][CH2:5][CH2:6][CH2:7]1 |f:0.1|. Procedure details: The titled compound was synthesized according to the general procedure described for preparation of N4-cyclohexyl-5,6-dimethyl-N2-(pyridin-2-ylmethyl)pyrimidine-2,4-diamine (Example 1) using [(3-methylpyridin-2-yl)methyl]amine instead of (pyridin-2-ylmethyl)amine. The crude product was purified by crystallization from ethanol (10 mL) to afford the titled compound as the hydrochloride salt as a white solid. 1H NMR (300 MHz, DMSO-d6) δ ppm 1.10-1.20 (m, 5H), 1.55-1.75 (m, 5H), 1.89 (s, 3H), 2.25 (... Yields the product Nc1nc(N2CCN(C(=O)c3c(Cl)cncc3Cl)CC2)nc2nc(-c3ccco3)nn12. Reaction SMILES: [CH3:36][C:37]#[N:38].[Cl:20][c:21]1[cH:22][n:23][cH:24][c:25]([Cl:35])[c:26]1[C:27](=[O:28])[N:29]1[CH2:30][CH2:31][NH:32][CH2:33][CH2:34]1.[o:1]1[c:2](-[c:6]2[n:7][n:8]3[c:9]([n:10][c:11]([S:15]([CH3:16])(=[O:17])=[O:18])[n:12][c:13]3[NH2:14])[n:19]2)[cH:3][cH:4][cH:5]1>>[o:1]1[c:2](-[c:6]2[n:7][n:8]3[c:9]([n:10][c:11]([N:32]4[CH2:31][CH2:30][N:29]([C:27]([c:26]5[c:21]([Cl:20])[cH:22][n:23][cH:24][c:25]5[Cl:35])=[O:28])[CH2:34][CH2:33]4)[n:12][c:13]3[NH2:14])[n:19]2)[cH:3][cH:4][cH:5]1. Reactants: CC#N, O=C(c1c(Cl)cncc1Cl)N1CCNCC1, CS(=O)(=O)c1nc(N)n2nc(-c3ccco3)nc2n1. Starting materials: Cc1nc(NC(=O)Cc2ccc(Br)cc2F)sc1C(C)C, CC(=O)[O-], CS(C)=O, [K+], N#N, c1cc(-c2ccn3ccnc3c2)ccn1. Product: Cc1nc(NC(=O)Cc2ccc(-c3cnc4cc(-c5ccncc5)ccn34)cc2F)sc1C(C)C. RXN SMILES: [Br:16][c:17]1[cH:18][c:19]([F:36])[c:20]([CH2:23][C:24](=[O:25])[NH:26][c:27]2[s:28][c:29]([CH:33]([CH3:34])[CH3:35])[c:30]([CH3:32])[n:31]2)[cH:21][cH:22]1.[CH3:38][C:39](=[O:40])[O-:41].[CH3:44][S:45]([CH3:46])=[O:47].[K+:37].[N:42]#[N:43].[n:1]1[cH:2][cH:3][c:4](-[c:7]2[cH:8][c:9]3[n:10]([cH:11][cH:12]2)[cH:13][cH:14][n:15]3)[cH:5][cH:6]1>>[n:1]1[cH:2][cH:3][c:4](-[c:7]2[cH:8][c:9]3[n:10]([cH:11][cH:12]2)[c:13](-[c:17]2[cH:18][c:19]([F:36])[c:20]([CH2:23][C:24](=[O:25])[NH:26][c:27]4[s:28][c:29]([CH:33]([CH3:34])[CH3:35])[c:30]([CH3:32])[n:31]4)[cH:21][cH:22]2)[cH:14][n:15]3)[cH:5][cH:6]1. The reactants are COCCCO[C@H]([C@H]1CN(CCC1)C(=O)N[C@H](CNC(OCC[Si](C)(C)C)=O)CC1CCCCC1)C1=CC=CC=C1 (2-(Trimethylsilyl)ethyl (S)-2-((R)-3-((R)-(3-methoxypropoxy)(phenyl)methyl)piperidine-1-carboxamido)-3-cyclohexylpropylcarbamate), C(=O)(C(F)(F)F)O.C(Cl)Cl (TFA CH2Cl2). Run at time 30 minute. Product: FC(C(=O)O)(F)F.COCCCO[C@H]([C@H]1CN(CCC1)C(=O)N[C@H](CN)CC1CCCCC1)C1=CC=CC=C1 ((3R)-3-((R)-(3-methoxypropoxy)(phenyl)methyl)-N-((S)-1-amino-3-cyclohexylpropan-2-yl)piperidine-1-carboxamide trifluoroacetic acid salt). RXN SMILES: [CH3:1][O:2][CH2:3][CH2:4][CH2:5][O:6][C@@H:7]([C:36]1[CH:41]=[CH:40][CH:39]=[CH:38][CH:37]=1)[C@@H:8]1[CH2:13][CH2:12][CH2:11][N:10]([C:14]([NH:16][C@@H:17]([CH2:29][CH:30]2[CH2:35][CH2:34][CH2:33][CH2:32][CH2:31]2)[CH2:18][NH:19]C(=O)OCC[Si](C)(C)C)=[O:15])[CH2:9]1.[C:42]([OH:48])([C:44]([F:47])([F:46])[F:45])=[O:43].C(Cl)Cl>>[F:45][C:44]([F:47])([F:46])[C:42]([OH:48])=[O:43].[CH3:1][O:2][CH2:3][CH2:4][CH2:5][O:6][C@@H:7]([C:36]1[CH:37]=[CH:38][CH:39]=[CH:40][CH:41]=1)[C@@H:8]1[CH2:13][CH2:12][CH2:11][N:10]([C:14]([NH:16][C@@H:17]([CH2:29][CH:30]2[CH2:35][CH2:34][CH2:33][CH2:32][CH2:31]2)[CH2:18][NH2:19])=[O:15])[CH2:9]1 |f:1.2,3.4|. Reported procedure: 2-(Trimethylsilyl)ethyl (S)-2-((R)-3-((R)-(3-methoxypropoxy)(phenyl)methyl)piperidine-1-carboxamido)-3-cyclohexylpropylcarbamate (85.3 mg, 0.14 mmol) was dissolved in 6 mL 1:1 TFA/CH2Cl2 (6 mL) and stirred for 30 min. LC-MS showed the reaction was complete. After concentration, (3R)-3-((R)-(3-methoxypropoxy)(phenyl)methyl)-N-((S)-1-amino-3-cyclohexylpropan-2-yl)piperidine-1-carboxamide trifluoroacetic acid salt was isolated by prep HPLC. LC-MS (3 min) tR=1.56 min, m/z 446 (M+1). 1H NMR (CD3OD) δ... Starting materials: NC(CO)(CO)CCC1=CC=C(C=C1)CCCCCCCC (2-Amino-2-[2-(4-octylphenyl)ethyl]-1,3-propanediol), Cl.CCOCC (hydrochloric acid ether). Solvent: C(C)O (ethanol). Yields the product Cl.NC(CO)(CO)CCC1=CC=C(C=C1)CCCCCCCC (2-Amino-2-[2-(4-octylphenyl)ethyl]-1,3-propanediol Hydrochloride). As a reaction SMILES: [NH2:1][C:2]([CH2:7][CH2:8][C:9]1[CH:14]=[CH:13][C:12]([CH2:15][CH2:16][CH2:17][CH2:18][CH2:19][CH2:20][CH2:21][CH3:22])=[CH:11][CH:10]=1)([CH2:5][OH:6])[CH2:3][OH:4].[ClH:23].CCOCC>C(O)C>[ClH:23].[NH2:1][C:2]([CH2:7][CH2:8][C:9]1[CH:14]=[CH:13][C:12]([CH2:15][CH2:16][CH2:17][CH2:18][CH2:19][CH2:20][CH2:21][CH3:22])=[CH:11][CH:10]=1)([CH2:5][OH:6])[CH2:3][OH:4] |f:1.2,4.5|. Procedure details: 2-Amino-2-[2-(4-octylphenyl)ethyl]-1,3-propanediol (7 g) was dissolved in ethanol (50 ml) and a 1 N hydrochloric acid/ether solution (50 ml) was added thereto. The solvent was distilled away and the resultant crystals were recrystallized from ethanol to give 4.2 g of the subject compound. The reactants are C(=S)=S (carbon disulfide), [H-].[Na+] (sodium hydride), C(C)OCCOCCO (diethylene glycol monoethyl ether), ClC1=C(N)C=C(C=C1)C(F)(F)F (2-chloro-5-(trifluoromethyl)aniline). Reaction conditions: time 30 minute. Product: SC=1SC2=C(N1)C=C(C=C2)C(F)(F)F (2-mercapto-5-(trifluoromethyl)benzothiazole). The yield is 44.1%. Reaction SMILES: [H-].[Na+].C(OCCOCCO)C.Cl[C:13]1[CH:19]=[CH:18][C:17]([C:20]([F:23])([F:22])[F:21])=[CH:16][C:14]=1[NH2:15].[C:24](=[S:26])=[S:25]>>[SH:26][C:24]1[S:25][C:13]2[CH:19]=[CH:18][C:17]([C:20]([F:23])([F:22])[F:21])=[CH:16][C:14]=2[N:15]=1 |f:0.1|. Procedure: To a mixture of sodium hydride (0.98 g, 40.91 mmol) and diethylene glycol monoethyl ether (25 mL) was added 2-chloro-5-(trifluoromethyl)aniline (5.00 g, 25.57 mmol) under a nitrogen atmosphere. The resulting mixture was stirred at rt for 30 minutes, and then carbon disulfide (3.89 g, 51.13 mmol) was added. The reaction mixture was then heated at 140° C. for 6 hours. After cooling the solution to rt, the product was precipitated by addition of conc. HCl, collected by filtration, and recrystallize... Starting materials: C(C(C)(C)C)(=O)Cl (pivaloyl chloride), [N+](=O)([O-])C1=CC=C(C=C1)O (4-nitrophenol). Solvent: N1=CC=CC=C1 (pyridine). Conditions: time 72 hour. Yields the product C(C)(C)(C)C(=O)OC1=CC=C(C=C1)[N+](=O)[O-] (1-tert-Butylcarbonyloxy-4-nitrobenzene). As a reaction SMILES: [C:1](Cl)(=[O:6])[C:2]([CH3:5])([CH3:4])[CH3:3].[N+:8]([C:11]1[CH:16]=[CH:15][C:14]([OH:17])=[CH:13][CH:12]=1)([O-:10])=[O:9]>N1C=CC=CC=1>[C:2]([C:1]([O:17][C:14]1[CH:15]=[CH:16][C:11]([N+:8]([O-:10])=[O:9])=[CH:12][CH:13]=1)=[O:6])([CH3:5])([CH3:4])[CH3:3]. Procedure: 161.1 mmol (19.48 g) of pivaloyl chloride are added, at 0° C., to a solution of 107.8 mmol (15 g) of 4-nitrophenol in 250 ml of pyridine. The reaction mixture is stirred for 72 hours at ambient temperature. The reaction mixture is evaporated in vacuo and the oily residue is diluted with ethyl acetate and then washed with aqueous hydrochloric acid solution (0.1N) and then with 10% aqueous sodium chloride solution. The expected product is obtained by drying the organic phase and then concentrating...